From a dataset of the Open Reaction Database (ORD), a public repository of structured organic reaction records. describe an organic reaction: reactants, conditions, products, and yield The reactants are N1C(=NC2=C1C=CC=C2)[C@H](CC2=CC=C(C=C2)C2CC(N(S2(=O)=O)C(C)(C)C)=O)NC(=O)NCC(=O)OCC (ethyl [((1S)-1-(1h-benzimidazol-2-yl)-2-[4-(2-tert-butyl-1,1-dioxido-3-oxoisothiazolidin-5-yl)phenyl]ethylamino)carbonyl]aminoacetate), FC(C(=O)O)(F)F (trifluoroacetic acid). Yields the product FC(C(=O)O)(F)F.N1C(=NC2=C1C=CC=C2)[C@H](CC2=CC=C(C=C2)C2CC(NS2(=O)=O)=O)NC(=O)NCC(=O)OCC (Ethyl {[({(1S)-1-(1H-benzimidazol-2-yl)-2-[4-(1,1-dioxido-3-oxoisothiazolidin-5-yl)phenyl]ethyl}amino)carbonyl]amino}acetate trifluoroacetate). Yield: 34.0%. As a reaction SMILES: [NH:1]1[C:5]2[CH:6]=[CH:7][CH:8]=[CH:9][C:4]=2[N:3]=[C:2]1[C@@H:10]([NH:30][C:31]([NH:33][CH2:34][C:35]([O:37][CH2:38][CH3:39])=[O:36])=[O:32])[CH2:11][C:12]1[CH:17]=[CH:16][C:15]([CH:18]2[S:22](=[O:24])(=[O:23])[N:21](C(C)(C)C)[C:20](=[O:29])[CH2:19]2)=[CH:14][CH:13]=1.[F:40][C:41]([F:46])([F:45])[C:42]([OH:44])=[O:43]>>[F:40][C:41]([F:46])([F:45])[C:42]([OH:44])=[O:43].[NH:3]1[C:4]2[CH:9]=[CH:8][CH:7]=[CH:6][C:5]=2[N:1]=[C:2]1[C@@H:10]([NH:30][C:31]([NH:33][CH2:34][C:35]([O:37][CH2:38][CH3:39])=[O:36])=[O:32])[CH2:11][C:12]1[CH:17]=[CH:16][C:15]([CH:18]2[S:22](=[O:24])(=[O:23])[NH:21][C:20](=[O:29])[CH2:19]2)=[CH:14][CH:13]=1 |f:2.3|. Procedure: A solution of ethyl [((1S)-1-(1h-benzimidazol-2-yl)-2-[4-(2-tert-butyl-1,1-dioxido-3-oxoisothiazolidin-5-yl)phenyl]ethylamino)carbonyl]aminoacetate (4 mg, 7.20 μmol) and trifluoroacetic acid (1.50 mL) was heated at 120° C. for 5 min in the microwave. The reaction concentrated in vacuo and purified by preparative LCMS to yield the desired product (1.5 mg, 34%). 1H NMR (400 MHz, CD3OD): δ 7.7 (m, 2H), 7.6 (m, 2H), 7.5 (m, 2H), 7.3 (m, 2H), 5.3 (m, 1H), 5.2 (m, 1H), 4.2 (m, 2H), 3.8 (m, 2H), 3.5–3.... Starting materials: ClC1=C(C=NC2=CC=C(C=C12)OC)C#N (4-chloro-6-methoxy-3-quinolinecarbonitrile), Cl.N1=CC=CC=C1 (pyridine hydrochloride), NC1=CC2=C(NN=N2)C=C1 (5-aminobenzotriazole). Run in C(C)OCCO (2-ethoxyethanol). The product is N1=NNC2=C1C=CC(=C2)NC2=C(C=NC1=CC=C(C=C21)OC)C#N (4-(3H-Benzotriazol-5-ylamino)-6-methoxy-quinoline-3-carbonitrile). The yield is 95.8%. Reaction SMILES: Cl[C:2]1[C:11]2[C:6](=[CH:7][CH:8]=[C:9]([O:12][CH3:13])[CH:10]=2)[N:5]=[CH:4][C:3]=1[C:14]#[N:15].Cl.N1C=CC=CC=1.[NH2:23][C:24]1[CH:32]=[CH:31][C:27]2[NH:28][N:29]=[N:30][C:26]=2[CH:25]=1>C(OCCO)C>[N:28]1[C:27]2[CH:31]=[CH:32][C:24]([NH:23][C:2]3[C:11]4[C:6](=[CH:7][CH:8]=[C:9]([O:12][CH3:13])[CH:10]=4)[N:5]=[CH:4][C:3]=3[C:14]#[N:15])=[CH:25][C:26]=2[NH:30][N:29]=1 |f:1.2|. Procedure details: Using an analogous procedure to that described in Example 141, 218.6 mg (1 mmol) of 4-chloro-6-methoxy-3-quinolinecarbonitrile in 10 mL of 2-ethoxyethanol and in the presence of 115.6 mg (1 mmol) of pyridine hydrochloride was reacted with 161.0 mg (1.2 mmol) of 5-aminobenzotriazole to give 302.9 mg (95.8%) of the product as a yellow solid, m.p.>250° C., mass (electrospray, m/e): M+H 316.9. HRCIMS calcd: 316.107 for C17H12N6O(M+), obsd 316.1081 Starting materials: CC(=O)OC(CN(Cc1ccccc1)C1(C)Cc2ccccc2C1)c1ccc(OCc2ccccc2)c([N+](=O)[O-])c1, CCc1cc2c(cc1CC)CC(N(Cc1ccccc1)CC(O)c1ccc(OCc3ccccc3)c(N)c1)C2. The product is CC(=O)OC(CN(Cc1ccccc1)C1(C)Cc2ccccc2C1)c1ccc(OCc2ccccc2)c(N)c1. RXN SMILES: [CH2:1]([c:2]1[cH:3][cH:4][cH:5][cH:6][cH:7]1)[N:8]([CH2:9][CH:10]([c:11]1[cH:12][c:13]([N+:25]([O-:26])=[O:27])[c:14]([O:17][CH2:18][c:19]2[cH:20][cH:21][cH:22][cH:23][cH:24]2)[cH:15][cH:16]1)[O:28][C:29]([CH3:30])=[O:31])[C:32]1([CH3:41])[CH2:33][c:34]2[cH:35][cH:36][cH:37][cH:38][c:39]2[CH2:40]1.[NH2:42][c:43]1[cH:44][c:45]([CH:46]([OH:47])[CH2:48][N:49]([CH2:50][c:51]2[cH:52][cH:53][cH:54][cH:55][cH:56]2)[CH:57]2[CH2:58][c:59]3[c:60]([cH:61][c:62]([CH2:63][CH3:64])[c:65]([CH2:66][CH3:67])[cH:68]3)[CH2:69]2)[cH:70][cH:71][c:72]1[O:73][CH2:74][c:75]1[cH:76][cH:77][cH:78][cH:79][cH:80]1>>[CH2:1]([c:2]1[cH:3][cH:4][cH:5][cH:6][cH:7]1)[N:8]([CH2:9][CH:10]([c:11]1[cH:12][c:13]([NH2:25])[c:14]([O:17][CH2:18][c:19]2[cH:20][cH:21][cH:22][cH:23][cH:24]2)[cH:15][cH:16]1)[O:28][C:29]([CH3:30])=[O:31])[C:32]1([CH3:41])[CH2:33][c:34]2[cH:35][cH:36][cH:37][cH:38][c:39]2[CH2:40]1. Reactants: CCOC(=O)C(Oc1cccc2c1ccn2C(=O)OCc1ccccc1)C(=O)OCC, CCO, [H][H]. Product: CCOC(=O)C(Oc1cccc2[nH]ccc12)C(=O)OCC. Reaction SMILES: [CH2:1]([CH3:2])[O:3][C:4](=[O:5])[CH:6]([O:7][c:8]1[c:9]2[cH:10][cH:11][n:12]([C:17]([O:18][CH2:19][c:20]3[cH:21][cH:22][cH:23][cH:24][cH:25]3)=[O:26])[c:13]2[cH:14][cH:15][cH:16]1)[C:27](=[O:28])[O:29][CH2:30][CH3:31].[CH3:34][CH2:35][OH:36].[H:32][H:33]>>[CH2:1]([CH3:2])[O:3][C:4](=[O:5])[CH:6]([O:7][c:8]1[c:9]2[cH:10][cH:11][nH:12][c:13]2[cH:14][cH:15][cH:16]1)[C:27](=[O:28])[O:29][CH2:30][CH3:31]. The reactants are C1CCOC1, CC(C)(C)[O-], [K+], COC(=O)CCC(C(N)=O)N1Cc2c(OCc3nc(CN4CCOCC4)no3)cccc2C1=O. Product: O=C1CCC(N2Cc3c(OCc4nc(CN5CCOCC5)no4)cccc3C2=O)C(=O)N1. RXN SMILES: [CH2:41]1[O:42][CH2:43][CH2:44][CH2:45]1.[CH3:35][C:36]([CH3:37])([O-:38])[CH3:39].[K+:40].[NH2:1][C:2]([CH:3]([CH2:4][CH2:5][C:6]([O:8][CH3:7])=[O:9])[N:10]1[C:11](=[O:33])[c:12]2[cH:13][cH:14][cH:15][c:16]([O:19][CH2:20][c:21]3[n:22][c:23]([CH2:26][N:27]4[CH2:28][CH2:29][O:30][CH2:31][CH2:32]4)[n:24][o:25]3)[c:17]2[CH2:18]1)=[O:34]>>[NH:1]1[C:2](=[O:34])[CH:3]([N:10]2[C:11](=[O:33])[c:12]3[cH:13][cH:14][cH:15][c:16]([O:19][CH2:20][c:21]4[n:22][c:23]([CH2:26][N:27]5[CH2:28][CH2:29][O:30][CH2:31][CH2:32]5)[n:24][o:25]4)[c:17]3[CH2:18]2)[CH2:4][CH2:5][C:6]1=[O:8]. Starting materials: C=COC(C)=O, Cc1ccccc1, C=CCC(=O)[O-], CC(O)c1nnn(-c2cccc(Cl)c2)n1. Product: CC(=O)OC(C)c1nnn(-c2cccc(Cl)c2)n1. As a reaction SMILES: [CH3:16][C:17](=[O:18])[O:19][CH:20]=[CH2:21].[CH3:28][c:29]1[cH:30][cH:31][cH:32][cH:33][cH:34]1.[CH:22]([CH2:23][C:24]([O-:25])=[O:26])=[CH2:27].[Cl:1][c:2]1[cH:3][c:4](-[n:8]2[n:9][c:10]([CH:13]([CH3:14])[OH:15])[n:11][n:12]2)[cH:5][cH:6][cH:7]1>>[Cl:1][c:2]1[cH:3][c:4](-[n:8]2[n:9][c:10]([CH:13]([CH3:14])[O:15][C:17]([CH3:16])=[O:18])[n:11][n:12]2)[cH:5][cH:6][cH:7]1. Starting materials: NC1CCN(CC1)C(=O)N1C(=N[C@@]([C@@]1(C)C1=CC=C(C=C1)Cl)(C)C1=CC=C(C=C1)Cl)C=1C=NC(=CC1OCC)C(C)(C)C ((4-Amino-piperidin-1-yl)-[(4S,5R)-2-(6-tert-butyl-4-ethoxy-pyridin-3-yl)-4,5-bis-(4-chloro-phenyl)-4,5-dimethyl-4,5-dihydro-imidazol-1-yl]-methanone), C1(=CC=CC=C1)N=C=O (phenyl isocyanate). The product is C(C)(C)(C)C1=CC(=C(C=N1)C=1N([C@]([C@](N1)(C)C1=CC=C(C=C1)Cl)(C)C1=CC=C(C=C1)Cl)C(=O)N1CCC(CC1)NC(=O)NC1=CC=CC=C1)OCC (1-{1-[(4S,5R)-2-(6-tert-Butyl-4-ethoxy-pyridin-3-yl)-4,5-bis-(4-chloro-phenyl)-4,5-dimethyl-4,5-dihydro-imidazole-1-carbonyl]-piperidin-4-yl}-3-phenyl-urea). RXN SMILES: [NH2:1][CH:2]1[CH2:7][CH2:6][N:5]([C:8]([N:10]2[C@@:14]([C:16]3[CH:21]=[CH:20][C:19]([Cl:22])=[CH:18][CH:17]=3)([CH3:15])[C@@:13]([C:24]3[CH:29]=[CH:28][C:27]([Cl:30])=[CH:26][CH:25]=3)([CH3:23])[N:12]=[C:11]2[C:31]2[CH:32]=[N:33][C:34]([C:40]([CH3:43])([CH3:42])[CH3:41])=[CH:35][C:36]=2[O:37][CH2:38][CH3:39])=[O:9])[CH2:4][CH2:3]1.[C:44]1([N:50]=[C:51]=[O:52])[CH:49]=[CH:48][CH:47]=[CH:46][CH:45]=1>>[C:40]([C:34]1[N:33]=[CH:32][C:31]([C:11]2[N:10]([C:8]([N:5]3[CH2:4][CH2:3][CH:2]([NH:1][C:51]([NH:50][C:44]4[CH:49]=[CH:48][CH:47]=[CH:46][CH:45]=4)=[O:52])[CH2:7][CH2:6]3)=[O:9])[C@@:14]([C:16]3[CH:21]=[CH:20][C:19]([Cl:22])=[CH:18][CH:17]=3)([CH3:15])[C@@:13]([C:24]3[CH:29]=[CH:28][C:27]([Cl:30])=[CH:26][CH:25]=3)([CH3:23])[N:12]=2)=[C:36]([O:37][CH2:38][CH3:39])[CH:35]=1)([CH3:42])([CH3:41])[CH3:43]. Procedure details: In a manner similar to the method described in example 160, (4-amino-piperidin-1-yl)-[(4S,5R)-2-(6-tert-butyl-4-ethoxy-pyridin-3-yl)-4,5-bis-(4-chloro-phenyl)-4,5-dimethyl-4,5-dihydro-imidazol-1-yl]-methanone (example 204) was reacted with phenyl isocyanate (Aldrich) to give the title compound. HR-MS (ES, m/z) calculated for C41H47Cl2N6O3 [(M+H)+] 741.3081, observed 741.3081. The reactants are Cl (hydrochloric acid), [BH4-].[Na+] (Sodium borohydride), ice, CC(CC(C(=O)OCC)C(CC(=O)OCC)=O)C (diethyl 2-(2-methylpropyl)-3-oxopentanedioate). The solvent is C(C)O (ethanol), O (water). Conditions: time 2 hour. The product is OC(C(C(=O)OCC)CC(C)C)CC(=O)OCC (Diethyl 3-hydroxy-2-(2-methylpropyl)pentanedioate). The yield is 99.3%. Reaction SMILES: [BH4-].[Na+].[CH3:3][CH:4]([CH3:20])[CH2:5][CH:6]([C:12](=[O:19])[CH2:13][C:14]([O:16][CH2:17][CH3:18])=[O:15])[C:7]([O:9][CH2:10][CH3:11])=[O:8].Cl>C(O)C.O>[OH:19][CH:12]([CH2:13][C:14]([O:16][CH2:17][CH3:18])=[O:15])[CH:6]([CH2:5][CH:4]([CH3:3])[CH3:20])[C:7]([O:9][CH2:10][CH3:11])=[O:8] |f:0.1|. Procedure details: Sodium borohydride (1.1 g, 29 mmol) was added to an ice-cold solution of diethyl 2-(2-methylpropyl)-3-oxopentanedioate (7.5 g, 29 mmol) in ethanol (75 ml). The mixture was stirred at 5°-10° C. for 2 h, then 2 N hydrochloric acid (18 ml) was added slowly at 0° C., and the mixture was stirred at room temperature for 45 min. The mixture was diluted with water (400 ml), then was extracted with ethyl acetate (4×100 ml). The extracts were washed with water (2×100 ml) and brine (100 ml), then were drie... Reactants: FC(C1=CC=C(N)C=C1)(F)F (4-trifluoromethylaniline), CN(C)C1=NC=CC=C1 (dimethylaminopyridine), C(=O)(O)C12CCC(CC1)(CC2)NCC(=O)N2[C@@H](C[C@@H](C2)F)C#N ((2S,4S)-1-[[N-(4-Carboxybicyclo[2.2.2]oct-1-yl)amino]acetyl]-4-fluoropyrrolidine-2-carbonitrile), ON1N=NC2=C1C=CC=C2 (1-hydroxybenzotriazole), Cl.CN(CCCN=C=NCC)C (1-(3-dimethylaminopropyl)-3-ethylcarbodiimide hydrochloride). Solvent: CN(C=O)C (N,N-dimethylformamide). Run at time 1 hour. Product: F[C@H]1C[C@H](N(C1)C(CNC12CCC(CC1)(CC2)C(=O)NC2=CC=C(C=C2)C(F)(F)F)=O)C#N ((2S,4S)-4-fluoro-1-[[N-[4-[N-(4-trifluoromethylphenyl)amino]carbonylbicyclo[2.2.2]oct-1-yl]amino]acetyl]pyrrolidine-2-carbonitrile). RXN SMILES: [C:1]([C:4]12[CH2:11][CH2:10][C:7]([NH:12][CH2:13][C:14]([N:16]3[CH2:20][C@@H:19]([F:21])[CH2:18][C@H:17]3[C:22]#[N:23])=[O:15])([CH2:8][CH2:9]1)[CH2:6][CH2:5]2)(O)=[O:2].ON1C2C=CC=CC=2N=N1.Cl.CN(C)CCCN=C=NCC.[F:46][C:47]([F:56])([F:55])[C:48]1[CH:54]=[CH:53][C:51]([NH2:52])=[CH:50][CH:49]=1.CN(C1C=CC=CN=1)C>CN(C)C=O>[F:21][C@@H:19]1[CH2:20][N:16]([C:14](=[O:15])[CH2:13][NH:12][C:7]23[CH2:10][CH2:11][C:4]([C:1]([NH:52][C:51]4[CH:53]=[CH:54][C:48]([C:47]([F:46])([F:55])[F:56])=[CH:49][CH:50]=4)=[O:2])([CH2:9][CH2:8]2)[CH2:5][CH2:6]3)[C@H:17]([C:22]#[N:23])[CH2:18]1 |f:2.3|. Procedure: (2S,4S)-1-[[N-(4-Carboxybicyclo[2.2.2]oct-1-yl)amino]acetyl]-4-fluoropyrrolidine-2-carbonitrile (30.0 mg), along with 1-hydroxybenzotriazole, was dissolved in N,N-dimethylformamide (1.0 mL). While the solution was chilled in an ice bath, 1-(3-dimethylaminopropyl)-3-ethylcarbodiimide hydrochloride (53.4 mg) was added and the mixture was allowed to warm to room temperature and was stirred for 1 hour. Subsequently, 4-trifluoromethylaniline (23.0 μL) was added and the mixture was stirred for additio... Reactants: c1ccc(CNCc2nccs2)cc1, O=C(Cl)CCl, ClCCl, [Na+], O=C([O-])O. Product: O=C(CCl)N(Cc1ccccc1)Cc1nccs1. As a reaction SMILES: [CH2:1]([c:2]1[cH:3][cH:4][cH:5][cH:6][cH:7]1)[NH:8][CH2:9][c:10]1[s:11][cH:12][cH:13][n:14]1.[Cl:20][CH2:21][C:22](=[O:23])[Cl:24].[Cl:25][CH2:26][Cl:27].[Na+:19].[O-:15][C:16]([OH:17])=[O:18]>>[CH2:1]([c:2]1[cH:3][cH:4][cH:5][cH:6][cH:7]1)[N:8]([CH2:9][c:10]1[s:11][cH:12][cH:13][n:14]1)[C:22]([CH2:21][Cl:20])=[O:23].